From a dataset of the Open Reaction Database (ORD), a public repository of structured organic reaction records. describe an organic reaction: reactants, conditions, products, and yield The reactants are C(#N)C=1C=C(C=CC1)NC(NC1=CC=C(C=C1)S(=O)(=O)NCC1=CC=C(C=C1)S(N)(=O)=O)=O (4-(3-(3-cyanophenyl)ureido)-N-(4-sulfamoylbenzyl)benzenesulfonamide), N1CCOCC1 (morpholine), secondary amine. Product: N=C(C=1C=C(C=CC1)NC(NC1=CC=C(C=C1)S(=O)(=O)NCC1=CC=C(C=C1)S(N)(=O)=O)=O)N1CCOCC1 (4-(3-(3-(imino(morpholino)methyl)phenyl)ureido)-N-(4-sulfamoylbenzyl)benzenesulfonamide). The yield is 38.0%. Reaction SMILES: [C:1]([C:3]1[CH:4]=[C:5]([NH:9][C:10](=[O:33])[NH:11][C:12]2[CH:17]=[CH:16][C:15]([S:18]([NH:21][CH2:22][C:23]3[CH:28]=[CH:27][C:26]([S:29](=[O:32])(=[O:31])[NH2:30])=[CH:25][CH:24]=3)(=[O:20])=[O:19])=[CH:14][CH:13]=2)[CH:6]=[CH:7][CH:8]=1)#[N:2].[NH:34]1[CH2:39][CH2:38][O:37][CH2:36][CH2:35]1>>[NH:2]=[C:1]([N:34]1[CH2:39][CH2:38][O:37][CH2:36][CH2:35]1)[C:3]1[CH:4]=[C:5]([NH:9][C:10](=[O:33])[NH:11][C:12]2[CH:17]=[CH:16][C:15]([S:18]([NH:21][CH2:22][C:23]3[CH:28]=[CH:27][C:26]([S:29](=[O:32])(=[O:31])[NH2:30])=[CH:25][CH:24]=3)(=[O:20])=[O:19])=[CH:14][CH:13]=2)[CH:6]=[CH:7][CH:8]=1. Reported procedure: The title compound was prepared from 4-(3-(3-cyanophenyl)ureido)-N-(4-sulfamoylbenzyl)benzenesulfonamide following procedure C and using 2 equivalents of morpholine as secondary amine. The product was purified by preparative HPLC. Starting materials: BrC=1OC(=C(C1)Br)[Si](C)(C)C (2,4-Dibromo-5-(trimethylsilyl)furan), N1=CC=C(C=C1)B(O)O (pyridine-4-boronic acid), C([O-])([O-])=O.[K+].[K+] (potassium carbonate). Reagents/catalysts: C=1C=CC(=CC1)[P](C=2C=CC=CC2)(C=3C=CC=CC3)[Pd]([P](C=4C=CC=CC4)(C=5C=CC=CC5)C=6C=CC=CC6)([P](C=7C=CC=CC7)(C=8C=CC=CC8)C=9C=CC=CC9)[P](C=1C=CC=CC1)(C=1C=CC=CC1)C=1C=CC=CC1 (tetrakis(triphenylphosphine)palladium). The solvent is C(C)O.COCCOC (ethanol 1,2-dimethoxyethane). Product: BrC=1C=C(OC1)C1=CC=NC=C1 (4-Bromo-2-(4-pyridyl)-furan). Yield: 42.9%. RXN SMILES: Br[C:2]1[O:3][C:4]([Si](C)(C)C)=[C:5]([Br:7])[CH:6]=1.[N:12]1[CH:17]=[CH:16][C:15](B(O)O)=[CH:14][CH:13]=1.C(=O)([O-])[O-].[K+].[K+]>C(O)C.COCCOC.C1C=CC([P]([Pd]([P](C2C=CC=CC=2)(C2C=CC=CC=2)C2C=CC=CC=2)([P](C2C=CC=CC=2)(C2C=CC=CC=2)C2C=CC=CC=2)[P](C2C=CC=CC=2)(C2C=CC=CC=2)C2C=CC=CC=2)(C2C=CC=CC=2)C2C=CC=CC=2)=CC=1>[Br:7][C:5]1[CH:6]=[C:2]([C:15]2[CH:16]=[CH:17][N:12]=[CH:13][CH:14]=2)[O:3][CH:4]=1 |f:2.3.4,5.6,^1:39,41,60,79|. Procedure details: 2,4-Dibromo-5-(trimethylsilyl)furan (8.97 g), pyridine-4-boronic acid (1.85 g, 15.1 mmol), potassium carbonate (6.24 g, 45.2 mmol) and tetrakis(triphenylphosphine)palladium (0) (435 mg, 0.38 mmol) were heated under refluxed in ethanol/1,2-dimethoxyethane (1:4 v/v; 100 mL) at 100° C. for 6 h. The solution was allowed to cool, and was then filtered and evaporated. The residue was purified by flash chromatography using a gradient of ethyl acetate in hexane to give the title compounds as a pale brow... Reactants: ClC1=CC=NC2=CC(=C(C=C12)OC)S(=O)(=O)Cl (4-chloro-6-methoxyquinoline-7-sulfonyl chloride), [NH4+].[Cl-] (NH4Cl), COC1=CC=C(CNC=2SC=CN2)C=C1 (N-(4-methoxybenzyl)thiazol-2-amine), C[Si](C)(C)[N-][Si](C)(C)C.[Li+] (lithium bis(trimethylsilyl)amide). Run in C1CCOC1 (THF), C1CCOC1 (THF). Conditions: time 15 minute. Product: ClC1=CC=NC2=CC(=C(C=C12)OC)S(=O)(=O)N(C=1SC=CN1)CC1=CC=C(C=C1)OC (4-chloro-6-methoxy-N-(4-methoxybenzyl)-N-(thiazol-2-yl)quinoline-7-sulfonamide). Yield: 36.4%. Reaction SMILES: [CH3:1][O:2][C:3]1[CH:15]=[CH:14][C:6]([CH2:7][NH:8][C:9]2[S:10][CH:11]=[CH:12][N:13]=2)=[CH:5][CH:4]=1.C[Si]([N-][Si](C)(C)C)(C)C.[Li+].[Cl:26][C:27]1[C:36]2[C:31](=[CH:32][C:33]([S:39](Cl)(=[O:41])=[O:40])=[C:34]([O:37][CH3:38])[CH:35]=2)[N:30]=[CH:29][CH:28]=1.[NH4+].[Cl-]>C1COCC1>[Cl:26][C:27]1[C:36]2[C:31](=[CH:32][C:33]([S:39]([N:8]([CH2:7][C:6]3[CH:5]=[CH:4][C:3]([O:2][CH3:1])=[CH:15][CH:14]=3)[C:9]3[S:10][CH:11]=[CH:12][N:13]=3)(=[O:40])=[O:41])=[C:34]([O:37][CH3:38])[CH:35]=2)[N:30]=[CH:29][CH:28]=1 |f:1.2,4.5|. Procedure: To a flask containing ice cold suspension of N-(4-methoxybenzyl)thiazol-2-amine (171 mg, 0.776 mmol) in THF (2844 μl) was added lithium bis(trimethylsilyl)amide (1M in THF) (1479 μl, 1.479 mmol) faster than drop wise. The mixture was stirred for 15 mins prior to the drop wise addition of a solution of 4-chloro-6-methoxyquinoline-7-sulfonyl chloride (216 mg, 0.739 mmol) in THF (2.0 ml, 0.4 ml wash). The solution was allowed to stir for 4 hr (ice melt) providing a brown solution containing primari... Starting materials: C1=2C(NCCNCCNCCNC(C(=CC=C1)N2)=O)=O (3,6,9,12,18-Pentaazabicyclo[12.3.1]octadeca-1(18),14,16-trien-2,13-dione), Example 38A, Cl (hydrochloric acid). The reagents and catalysts are O.[Pt](=O)=O (platinum dioxide hydrate). Run in CO (methanol). Run at temperature 60 celsius. Product: C12C(NCCNCCNCCNC(C(CCC1)N2)=O)=O (3,6,9,12,18-Pentaazabicyclo[12.3.1]octadecan-2,13-dione). The yield is 73.0%. As a reaction SMILES: [C:1]12[CH:17]=[CH:16][CH:15]=[C:14]([N:18]=1)[C:13](=[O:19])[NH:12][CH2:11][CH2:10][NH:9][CH2:8][CH2:7][NH:6][CH2:5][CH2:4][NH:3][C:2]2=[O:20].Cl>CO.O.[Pt](=O)=O>[CH:14]12[NH:18][CH:1]([CH2:17][CH2:16][CH2:15]1)[C:2](=[O:20])[NH:3][CH2:4][CH2:5][NH:6][CH2:7][CH2:8][NH:9][CH2:10][CH2:11][NH:12][C:13]2=[O:19] |f:3.4|. Procedure details: 3,6,9,12,18-Pentaazabicyclo[12.3.1]octadeca-1(18),14,16-trien-2,13-dione prepared as in Example 38A (1.0 g, 3.6 mmol) was dissolved in methanol (75 ml) and concentrated hydrochloric acid (2.14 g, 21.7 mmol) was added, then the catalyst platinum dioxide hydrate (0.5 g, 2 mmol). The mixture was heated to 60° C. and hydrogenated at 60 psi for 24 h. A white crystalline solid formed during the hydrogenation. The reaction mixture was filtered, and the precipitate was washed with water to dissolve it. ... The reactants are [OH-].[Na+] (sodium hydroxide), C(C)C1(OCCO1)C1=CC=C(S1)COC=1C=C(C(C(=O)OC)=CC1)C(=O)OC (dimethyl 4-[5-(2-ethyl-[1,3]dioxolan-2-yl)-2-thienylmethoxy]phthalate), [H-].[Al+3].[Li+].[H-].[H-].[H-] (lithium aluminium hydride), O (water), O (water). Run in C(C)OCC (ethyl ether). Run at temperature 0 celsius, time 1 hour. Product: C(C)C1(OCCO1)C1=CC=C(S1)COC=1C=CC(=C(C1)CO)CO ({5-[5-(2-Ethyl-[1,3]dioxolan-2-yl)-2-thienylmethoxy]-2-hydroxymethylphenyl}methanol). RXN SMILES: [CH2:1]([C:3]1([C:8]2[S:12][C:11]([CH2:13][O:14][C:15]3[CH:16]=[C:17]([C:25](OC)=[O:26])[C:18](=[CH:23][CH:24]=3)[C:19](OC)=[O:20])=[CH:10][CH:9]=2)[O:7][CH2:6][CH2:5][O:4]1)[CH3:2].[H-].[Al+3].[Li+].[H-].[H-].[H-].O.[OH-].[Na+]>C(OCC)C>[CH2:1]([C:3]1([C:8]2[S:12][C:11]([CH2:13][O:14][C:15]3[CH:24]=[CH:23][C:18]([CH2:19][OH:20])=[C:17]([CH2:25][OH:26])[CH:16]=3)=[CH:10][CH:9]=2)[O:7][CH2:6][CH2:5][O:4]1)[CH3:2] |f:1.2.3.4.5.6,8.9|. Reported procedure: 12.7 g (31.5 mmol) of dimethyl 4-[5-(2-ethyl-[1,3]dioxolan-2-yl)-2-thienylmethoxy]phthalate are dissolved in 500 mL of anhydrous ethyl ether. 2.87 g (75.7 mmol) of lithium aluminium hydride are added and the reaction medium is stirred at 0° C. for 1 hour. 2.9 mL of water are then added slowly, followed by 2.9 mL of aqueous 15% sodium hydroxide, and then 8.7 mL of water are also added slowly. After stirring for 20 minutes, the medium is then filtered. The filtrate is concentrated under reduced pr... Reactants: C1C(CCCC)O1 (1-hexene oxide), C(CCCCCCCCCN)N (1,10-decanediamine). Run in C(C)(C)O (isopropyl alcohol). The product is C(CCCCCCCCCNCC(CCCC)O)NCC(CCCC)O (N,N'-(1,10-decylene)-bis[2-hydroxyhexylamine]). Reaction SMILES: [CH2:1]1[O:7][CH:2]1[CH2:3][CH2:4][CH2:5][CH3:6].[CH2:8]([NH2:19])[CH2:9][CH2:10][CH2:11][CH2:12][CH2:13][CH2:14][CH2:15][CH2:16][CH2:17][NH2:18]>C(O)(C)C>[CH2:17]([NH:18][CH2:1][CH:2]([OH:7])[CH2:3][CH2:4][CH2:5][CH3:6])[CH2:16][CH2:15][CH2:14][CH2:13][CH2:12][CH2:11][CH2:10][CH2:9][CH2:8][NH:19][CH2:1][CH:2]([OH:7])[CH2:3][CH2:4][CH2:5][CH3:6]. Procedure details: In a manner similar to that of Example 1, condensation of 1-hexene oxide (34.8 g.) and 1,10-decanediamine (30 g.) and recrystallization of the resulting product from isopropyl alcohol gave N,N'-(1,10-decylene)-bis[2-hydroxyhexylamine] (I: R = CH3 (CH2)3, R' = H, X = (CH2)10, Z = H) (8.9 g., m.p. 127.0°-137.0° C.).